Dataset: the Open Reaction Database (ORD), a public repository of structured organic reaction records. Task: describe an organic reaction: reactants, conditions, products, and yield Reaction SMILES: CC(C)([O-])C.[K+].[CH2:7]([SH:14])[C:8]1[CH:13]=[CH:12][CH:11]=[CH:10][CH:9]=1.[CH3:15][N:16]([CH3:26])[C:17]([C:19]1[C:20](Cl)=[N:21][CH:22]=[CH:23][CH:24]=1)=[O:18].O>CN(C)C=O>[CH3:15][N:16]([CH3:26])[C:17]([C:19]1[C:20]([S:14][CH2:7][C:8]2[CH:13]=[CH:12][CH:11]=[CH:10][CH:9]=2)=[N:21][CH:22]=[CH:23][CH:24]=1)=[O:18] |f:0.1|. Reactants: O (water), CC(C)([O-])C.[K+] (potassium t-butoxide), CN(C(=O)C=1C(=NC=CC1)Cl)C (N,N-dimethyl-2-(chloro)-3-pyridinecarboxamide), C(C1=CC=CC=C1)S (benzyl mercaptan). Isolated yield 37.9%. Conditions: temperature 25 celsius, time 15 minute. Solvent: CN(C=O)C (dimethylformamide). Product: CN(C(=O)C=1C(=NC=CC1)SCC1=CC=CC=C1)C (N,N-Dimethyl-2-(phenylmethylthio)-3-pyridinecarboxamide). Procedure details: A solution of 25.0 g (223 mmol) of potassium t-butoxide in 100 ml of dimethylformamide was cooled to 0° C. and 22 ml (186 mmol) of benzyl mercaptan added dropwise at 0° C. After addition was complete, the reaction mixture was allowed to warm to 25° C. and stirred at this temperature for 15 minutes. The reaction mixture was then re-cooled to 0° C. and 34.0 g (186 mmol) of N,N-dimethyl-2-(chloro)-3-pyridinecarboxamide added in one portion. After an exotherm to 50° C., the mixture was heated at 80°... The reactants are ClC=1C=CC2=C([C@H](O[C@@H](C(N2C(C)C)=O)CC=O)C2=C(C=CC=C2)Cl)C1 (trans-7-chloro-5-(2-chlorophenyl)-1-isopropyl-2-oxo-1,2,3,5-tetrahydro-4,1-benzoxazepine-3-acetaldehyde), C(C)OC(=O)C=P(C1=CC=CC=C1)(C1=CC=CC=C1)C1=CC=CC=C1 ((ethoxycarbonylmethylene)-triphenylphosphorane). Run in C1(=CC=CC=C1)C (toluene). Conditions: temperature 90 celsius, time 3 hour. Yields the product ethyl ester, ClC=1C=CC2=C([C@H](O[C@@H](C(N2C(C)C)=O)C/C=C/C(=O)O)C2=C(C=CC=C2)Cl)C1 (trans-7-chloro-5-(2-chlorophenyl)-1-isopropyl-2-oxo-1,2,3,5-tetrahydro-4,1-benzoxazepine-3-crotonic acid). The yield is 77.1%. RXN SMILES: [Cl:1][C:2]1[CH:3]=[CH:4][C:5]2[N:11]([CH:12]([CH3:14])[CH3:13])[C:10](=[O:15])[C@@H:9]([CH2:16][CH:17]=O)[O:8][C@H:7]([C:19]3[CH:24]=[CH:23][CH:22]=[CH:21][C:20]=3[Cl:25])[C:6]=2[CH:26]=1.C([O:29][C:30]([CH:32]=P(C1C=CC=CC=1)(C1C=CC=CC=1)C1C=CC=CC=1)=[O:31])C>C1(C)C=CC=CC=1>[Cl:1][C:2]1[CH:3]=[CH:4][C:5]2[N:11]([CH:12]([CH3:13])[CH3:14])[C:10](=[O:15])[C@@H:9]([CH2:16]/[CH:17]=[CH:32]/[C:30]([OH:31])=[O:29])[O:8][C@H:7]([C:19]3[CH:24]=[CH:23][CH:22]=[CH:21][C:20]=3[Cl:25])[C:6]=2[CH:26]=1. Procedure details: In toluene (20 ml) was dissolved trans-7-chloro-5-(2-chlorophenyl)-1-isopropyl-2-oxo-1,2,3,5-tetrahydro-4,1-benzoxazepine-3-acetaldehyde (1.5 g). To the solution was added (ethoxycarbonylmethylene)-triphenylphosphorane (2.0 g), and the mixture was stirred for 3 hours at 90° C. The solvent was distilled off, and the residue was purified by means of a silica gel column chromatography (hexane:ethyl acetate=10:1) to give ethyl ester of trans-7-chloro-5-(2-chlorophenyl)-1-isopropyl-2-oxo-1,2,3,5-tetr... Reactants: C([O-])([O-])=O.[K+].[K+] (potassium carbonate), 2-propyl-4-4-dimethyl-1H-imidazol-5(4H)-one, BrCC1=CC=C(C=C1)C1=C(C=CC=C1)C1N(N(N(N1C)C1=CC=CC=C1)C1=CC=CC=C1)C1=CC=CC=C1 (4'-bromomethyl-2-(triphenyl methyl tetrazol-5-yl)biphenyl). Solvent: CN(C=O)C (dimethyl formamide). Reaction conditions: time 8 hour. Yields the product CC1(C(N=C(N1CC1=CC=C(C=C1)C1=C(C=CC=C1)C1N(N(N(N1C)C1=CC=CC=C1)C1=CC=CC=C1)C1=CC=CC=C1)CCC)=O)C (1,5-dihydro-5,5-dimethyl-2-propyl-1-[(2'-(triphenyl methyl tetrazol-5-yl)(1,1'-biphenyl)-4-yl)methyl]-4H-imidazol-4-one). The yield is 11.6%. As a reaction SMILES: [C:1](=[O:4])([O-])[O-].[K+].[K+].Br[CH2:8][C:9]1[CH:14]=[CH:13][C:12]([C:15]2[CH:20]=[CH:19][CH:18]=[CH:17][C:16]=2[CH:21]2[N:25]([CH3:26])[N:24]([C:27]3[CH:32]=[CH:31][CH:30]=[CH:29][CH:28]=3)[N:23]([C:33]3[CH:38]=[CH:37][CH:36]=[CH:35][CH:34]=3)[N:22]2[C:39]2[CH:44]=[CH:43][CH:42]=[CH:41][CH:40]=2)=[CH:11][CH:10]=1>CN(C)C=O>[CH3:40][C:39]1([CH3:44])[N:22]([CH2:8][C:9]2[CH:14]=[CH:13][C:12]([C:15]3[CH:20]=[CH:19][CH:18]=[CH:17][C:16]=3[CH:21]3[N:25]([CH3:26])[N:24]([C:27]4[CH:32]=[CH:31][CH:30]=[CH:29][CH:28]=4)[N:23]([C:33]4[CH:38]=[CH:37][CH:36]=[CH:35][CH:34]=4)[N:22]3[C:39]3[CH:44]=[CH:43][CH:42]=[CH:41][CH:40]=3)=[CH:11][CH:10]=2)[C:21]([CH2:16][CH2:15][CH3:12])=[N:25][C:1]1=[O:4] |f:0.1.2|. Procedure details: A mixture of potassium carbonate (500 mg, 3.7 mmol), 2-propyl-4-4-dimethyl-1H-imidazol-5(4H)-one (0.6 g, 3.9 mmol), and 4'-bromomethyl-2-(triphenyl methyl tetrazol-5-yl)biphenyl (1.08 g, 1.9 mmol) in dimethyl formamide (5 mL) was allowed to stir at room temperature overnight. The mixture was chromatographed over silica gel eluting with ethyl acetate-hexane to give 1,5-dihydro-5,5-dimethyl-2-propyl-1-[(2'-(triphenyl methyl tetrazol-5-yl)(1,1'-biphenyl)-4-yl)methyl]-4H-imidazol-4-one (70 mg, 14% )... The reactants are resultant mixture, C1(=CC=CC=C1)CCC[Mg]Br (3-phenylpropylmagnesium bromide), O1CCCC1 (tetrahydrofuran), O1CCCC1 (tetrahydrofuran), C(C1=CC=CC=C1)N1CC(C(CC1)=O)C1=C(C=C(C=C1)C(CCCCCC)(C)C)OCC1=CC=CC=C1 (1-benzyl-3-[2-benzyloxy-4-(1,1-dimethylheptyl)phenyl]-4-piperidone), [Cl-].[NH4+] (ammonium chloride). Run in CCOCC (ether). The product is C(C1=CC=CC=C1)N1CC(C(CC1)(O)CCCC1=CC=CC=C1)C1=C(C=C(C=C1)C(CCCCCC)(C)C)OCC1=CC=CC=C1 (1-Benzyl-3-[2-benzyloxy-4-(1,1-dimethylheptyl)phenyl]-4-(3-phenylpropyl)-4-piperidinol). Reaction SMILES: [C:1]1([CH2:7][CH2:8][CH2:9][Mg]Br)[CH:6]=[CH:5][CH:4]=[CH:3][CH:2]=1.O1CCCC1.[CH2:17]([N:24]1[CH2:29][CH2:28][C:27](=[O:30])[CH:26]([C:31]2[CH:36]=[CH:35][C:34]([C:37]([CH3:45])([CH3:44])[CH2:38][CH2:39][CH2:40][CH2:41][CH2:42][CH3:43])=[CH:33][C:32]=2[O:46][CH2:47][C:48]2[CH:53]=[CH:52][CH:51]=[CH:50][CH:49]=2)[CH2:25]1)[C:18]1[CH:23]=[CH:22][CH:21]=[CH:20][CH:19]=1.[Cl-].[NH4+]>CCOCC>[CH2:17]([N:24]1[CH2:29][CH2:28][C:27]([CH2:9][CH2:8][CH2:7][C:1]2[CH:6]=[CH:5][CH:4]=[CH:3][CH:2]=2)([OH:30])[CH:26]([C:31]2[CH:36]=[CH:35][C:34]([C:37]([CH3:44])([CH3:45])[CH2:38][CH2:39][CH2:40][CH2:41][CH2:42][CH3:43])=[CH:33][C:32]=2[O:46][CH2:47][C:48]2[CH:49]=[CH:50][CH:51]=[CH:52][CH:53]=2)[CH2:25]1)[C:18]1[CH:23]=[CH:22][CH:21]=[CH:20][CH:19]=1 |f:3.4|. Reported procedure: To a 0° C. solution of 7.0 mmols. of 3-phenylpropylmagnesium bromide in 7 ml. of tetrahydrofuran is slowly added a solution of 2.48 g. (5.0 mmols.) of 1-benzyl-3-[2-benzyloxy-4-(1,1-dimethylheptyl)phenyl]-4-piperidone in 10 ml. of tetrahydrofuran. The resultant mixture is stirred for one hour and is then added to 250 ml. of saturated ammonium chloride-250 ml. ether. The ether phase is dried over magnesium sulfate and evaporated. The residue is purified via column chromatography on 200 g. of sili... The reactants are COC(\C=C\C=1C=C2C(CC3(CCN(CC3)CCC3=CC=C(C=C3)[N+](=O)[O-])OC2=CC1)=O)=O ((E)-3-{1′-[2-(4-Nitro-phenyl-)ethyl]-4-oxo-spiro[chromane-2,4′-piperidine]-6-yl}-acrylic acid methyl ester), C(=O)([O-])C(O)C(O)C(=O)[O-].[K+].[Na+] (sodium potassium tartrate), C([O-])(O)=O.[Na+] (sodium bicarbonate), O.O.Cl[Sn]Cl (SnCl2.2H2O). Isolated yield 64.2%. Reported procedure: (E)-3-{1′-[2-(4-Nitro-phenyl-)ethyl]-4-oxo-spiro[chromane-2,4′-piperidine]-6-yl}-acrylic acid methyl ester (377 mg, 0.833 mmol) was dissolved in AcOEt. SnCl2.2H2O (753 mg, 3.35 mmol) was added and the mixture heated under reflux for 12 h. After cooling down to room temperature the solution was treated with an aqueous solution of sodium potassium tartrate and sodium bicarbonate, and the organic phase was separated, dried and evaporated. The crude product was purified by column chromatography (elu... The solvent is CCOC(=O)C (AcOEt). Reaction SMILES: [CH3:1][O:2][C:3](=[O:33])/[CH:4]=[CH:5]/[C:6]1[CH:7]=[C:8]2[C:29](=[CH:30][CH:31]=1)[O:28][C:11]1([CH2:16][CH2:15][N:14]([CH2:17][CH2:18][C:19]3[CH:24]=[CH:23][C:22]([N+:25]([O-])=O)=[CH:21][CH:20]=3)[CH2:13][CH2:12]1)[CH2:10][C:9]2=[O:32].O.O.Cl[Sn]Cl.C(C(C(C([O-])=O)O)O)([O-])=O.[K+].[Na+].C(=O)(O)[O-].[Na+]>CCOC(C)=O>[CH3:1][O:2][C:3](=[O:33])/[CH:4]=[CH:5]/[C:6]1[CH:7]=[C:8]2[C:29](=[CH:30][CH:31]=1)[O:28][C:11]1([CH2:16][CH2:15][N:14]([CH2:17][CH2:18][C:19]3[CH:24]=[CH:23][C:22]([NH2:25])=[CH:21][CH:20]=3)[CH2:13][CH2:12]1)[CH2:10][C:9]2=[O:32] |f:1.2.3,4.5.6,7.8|. Yields the product COC(\C=C\C=1C=C2C(CC3(CCN(CC3)CCC3=CC=C(C=C3)N)OC2=CC1)=O)=O ((E)-3-{1′-[2-(4-amino-phenyl)-ethyl]-4-oxo-spiro[chromane-2,4′-piperidine]-6-yl}-acrylic acid methyl ester).